describe an organic reaction: reactants, conditions, products, and yield From a dataset of the Open Reaction Database (ORD), a public repository of structured organic reaction records. Starting materials: CC1OC2(CN1)CCN(CC2)C (2,8-dimethyl-1-oxa-3,8-diaza-spiro[4.5]decane), C1(CCCCC1)N=C=NC1CCCCC1 (dicyclohexylcarbodiimide), N1C=C(C2=CC=CC=C12)CCC(=O)O (3-indolepropionic acid). The solvent is ClCCl (dichloromethane). Conditions: time 8 hour. Product: CC1OC2(CN1C(CCC1=CNC3=CC=CC=C13)=O)CCN(CC2)C (1-(2,8-dimethyl-1-oxa-3,8-diazaspiro[4.5]dec-3-yl)-3-(1H-indol-3-yl)-propan-1-one). As a reaction SMILES: [CH3:1][CH:2]1[NH:6][CH2:5][C:4]2([CH2:11][CH2:10][N:9]([CH3:12])[CH2:8][CH2:7]2)[O:3]1.C1(N=C=NC2CCCCC2)CCCCC1.[NH:28]1[C:36]2[C:31](=[CH:32][CH:33]=[CH:34][CH:35]=2)[C:30]([CH2:37][CH2:38][C:39](O)=[O:40])=[CH:29]1>ClCCl>[CH3:1][CH:2]1[N:6]([C:39](=[O:40])[CH2:38][CH2:37][C:30]2[C:31]3[C:36](=[CH:35][CH:34]=[CH:33][CH:32]=3)[NH:28][CH:29]=2)[CH2:5][C:4]2([CH2:11][CH2:10][N:9]([CH3:12])[CH2:8][CH2:7]2)[O:3]1. Procedure details: To a stirred solution of 2,8-dimethyl-1-oxa-3,8-diaza-spiro[4.5]decane (991.2 mg, 5.8 mmol) in dichloromethane (110 ml) at room temperature were added dicyclohexylcarbodiimide (1.61 g, 7.8 mmol) and 3-indolepropionic acid (1.43 g, 7.6 mmol). The resulting solution was stirred at room temperature overnight. A white solid precipitated during the reaction. After filtration the solvent was evaporated and the crude product was purified by flash chromatography (silica, CH2Cl2/EtOH/NH4OH 90/10/1). Afte... Reactants: BrC1=CC=C(C=C1)C1(SC=CN1)[C@H]1N(CCC1)C(=O)OC(C)(C)C ((S)-tert-butyl 2-(2-(4-bromophenyl)thiazol-2-yl)pyrrolidine-1-carboxylate), CC1(OB(OC1(C)C)C1=CC=C(C=C1)C1=CN=C(N1)[C@H]1N(CCC1)C(=O)OC(C)(C)C)C ((S)-tert-butyl 2-(5-(4-(4,4,5,5-tetramethyl-1,3,2-dioxaborolan-2-yl)phenyl)-1H-imidazol-2-yl)pyrrolidine-1-carboxylate), CC1(OB(OC1(C)C)C1=CC=C(C=C1)C1=CN=C(N1)[C@H]1N(CCC1)C(=O)OC(C)(C)C)C ((S)-tert-butyl 2-(5-(4-(4,4,5,5-tetramethyl-1,3,2-dioxaborolan-2-yl)phenyl)-1H-imidazol-2-yl)pyrrolidine-1-carboxylate), C([O-])(O)=O.[Na+] (sodium bicarbonate). Reagents/catalysts: C1=CC=C(C=C1)P([C-]2C=CC=C2)C3=CC=CC=C3.C1=CC=C(C=C1)P([C-]2C=CC=C2)C3=CC=CC=C3.Cl[Pd]Cl.[Fe+2] (PdCl2(dppf)). Run at temperature 80 celsius, time 5 hour. Yields the product C(C)(C)(C)OC(=O)N1[C@@H](CCC1)C=1NC(=CN1)C1=CC=C(C=C1)C1=CC=C(C=C1)C=1N=C(SC1)[C@H]1N(CCC1)C(=O)OC(C)(C)C ((S)-tert-butyl 2-(4-(4′-(2-((S)-1-(tert-butoxycarbonyl)pyrrolidin-2-yl)-1H-imidazol-5-yl)biphenyl-4-yl)thiazol-2-yl)pyrrolidine-1-carboxylate). Yield: 117.2%. Reaction SMILES: BrC1C=CC([C:8]2([C@@H:13]3[CH2:17][CH2:16][CH2:15][N:14]3[C:18]([O:20][C:21]([CH3:24])([CH3:23])[CH3:22])=[O:19])[NH:12][CH:11]=[CH:10][S:9]2)=CC=1.CC1(C)C(C)(C)OB([C:33]2[CH:38]=[CH:37][C:36]([C:39]3[NH:43][C:42]([C@@H:44]4[CH2:48][CH2:47][CH2:46][N:45]4[C:49]([O:51][C:52]([CH3:55])([CH3:54])[CH3:53])=[O:50])=[N:41][CH:40]=3)=[CH:35][CH:34]=2)O1.C(=O)(O)[O-].[Na+]>C1C=CC(P(C2C=CC=CC=2)[C-]2C=CC=C2)=CC=1.C1C=CC(P(C2C=CC=CC=2)[C-]2C=CC=C2)=CC=1.Cl[Pd]Cl.[Fe+2]>[C:52]([O:51][C:49]([N:45]1[CH2:46][CH2:47][CH2:48][C@H:44]1[C:42]1[NH:43][C:39]([C:36]2[CH:37]=[CH:38][C:33]([C:33]3[CH:38]=[CH:37][C:36]([C:11]4[N:12]=[C:8]([C@@H:13]5[CH2:17][CH2:16][CH2:15][N:14]5[C:18]([O:20][C:21]([CH3:22])([CH3:23])[CH3:24])=[O:19])[S:9][CH:10]=4)=[CH:35][CH:34]=3)=[CH:34][CH:35]=2)=[CH:40][N:41]=1)=[O:50])([CH3:54])([CH3:55])[CH3:53] |f:2.3,4.5.6.7|. Procedure: A flask charged with Compound 12a (0.46 g, 1.13 mmol), (S)-tert-butyl 2-(5-(4,4,5,5-tetramethyl-1,3,2-dioxaborolan-2-yl)phenyl)-1H-imidazol-2-yl)pyrrolidine-1-carboxylate (compound 20a, 0.55 g, 1.25 mmol), PdCl2(dppf) (0.036 g, 0.04 mmol), and sodium bicarbonate (0.33 g, 3.93 mmol) was flushed with nitrogen, then 1,2-dimethoxyethane (6 ml) and distilled water (2 ml) were added as solvent. The reaction mixture was stirred at 80° C. under nitrogen for 5 hours. After cooled to room temperature, the... Yields the product CCC(C)Nc1cc(C(=O)O)cc(-c2nnn(C)n2)n1. The reactants are CCC(C)Nc1cc(C(=O)OC)cc(-c2nnn(C)n2)n1, CO, Cl, [Na+], [OH-]. RXN SMILES: [CH3:1][O:2][C:3]([c:4]1[cH:5][c:6]([NH:16][CH:17]([CH3:18])[CH2:19][CH3:20])[n:7][c:8](-[c:10]2[n:11][n:12][n:13]([CH3:15])[n:14]2)[cH:9]1)=[O:21].[CH3:25][OH:26].[ClH:24].[Na+:23].[OH-:22]>>[O:2]=[C:3]([c:4]1[cH:5][c:6]([NH:16][CH:17]([CH3:18])[CH2:19][CH3:20])[n:7][c:8](-[c:10]2[n:11][n:12][n:13]([CH3:15])[n:14]2)[cH:9]1)[OH:21]. The reactants are CS(C)=O, CCOC(C)=O, CCOC(=O)c1csc(SCCC2C(=O)CCC2C=CCC(C)(O)CC2CCCCC2)n1. Yields the product CC(O)(CC=CC1CCC(=O)C1CCSc1nc(C(=O)O)cs1)CC1CCCCC1. As a reaction SMILES: [CH3:33][S:34](=[O:35])[CH3:36].[CH3:37][CH2:38][O:39][C:40](=[O:41])[CH3:42].[CH:1]1([CH2:7][C:8]([CH2:9][CH:10]=[CH:11][CH:12]2[CH:13]([CH2:18][CH2:19][S:20][c:21]3[s:22][cH:23][c:24]([C:26](=[O:27])[O:28][CH2:29][CH3:30])[n:25]3)[C:14](=[O:17])[CH2:15][CH2:16]2)([CH3:31])[OH:32])[CH2:2][CH2:3][CH2:4][CH2:5][CH2:6]1>>[CH:1]1([CH2:7][C:8]([CH2:9][CH:10]=[CH:11][CH:12]2[CH:13]([CH2:18][CH2:19][S:20][c:21]3[s:22][cH:23][c:24]([C:26](=[O:27])[OH:28])[n:25]3)[C:14](=[O:17])[CH2:15][CH2:16]2)([CH3:31])[OH:32])[CH2:2][CH2:3][CH2:4][CH2:5][CH2:6]1.